This data is from the Open Reaction Database (ORD), a public repository of structured organic reaction records. The task is: describe an organic reaction: reactants, conditions, products, and yield Starting materials: ClC1=C(C=CC=C1)C=1C2=C(N=C(N1)S(=O)(=O)C)N(C(C=C2)=O)C2=C(C=CC=C2)Cl (4,8-bis-(2-chloro-phenyl)-2-methanesulfonyl-8H-pyrido[2,3-d]pyrimidin-7-one), NCC(=O)OCC (ethyl glycinate). Product: C(C)OC(CNC=1N=C(C2=C(N1)N(C(C=C2)=O)C2=C(C=CC=C2)Cl)C2=C(C=CC=C2)Cl)=O ([4,8-bis-(2-chloro-phenyl)-7-oxo-7,8-dihydro-pyrido[2,3-d]pyrimidin-2-ylamino]-acetic acid ethyl ester). As a reaction SMILES: [Cl:1][C:2]1[CH:7]=[CH:6][CH:5]=[CH:4][C:3]=1[C:8]1[C:9]2[CH:21]=[CH:20][C:19](=[O:22])[N:18]([C:23]3[CH:28]=[CH:27][CH:26]=[CH:25][C:24]=3[Cl:29])[C:10]=2[N:11]=[C:12](S(C)(=O)=O)[N:13]=1.[NH2:30][CH2:31][C:32]([O:34][CH2:35][CH3:36])=[O:33]>>[CH2:35]([O:34][C:32](=[O:33])[CH2:31][NH:30][C:12]1[N:13]=[C:8]([C:3]2[CH:4]=[CH:5][CH:6]=[CH:7][C:2]=2[Cl:1])[C:9]2[CH:21]=[CH:20][C:19](=[O:22])[N:18]([C:23]3[CH:28]=[CH:27][CH:26]=[CH:25][C:24]=3[Cl:29])[C:10]=2[N:11]=1)[CH3:36]. Procedure: The product of Example 47, and ethyl glycinate were reacted by the procedure of Example 60 to afford the title compound [4,8-bis-(2-chloro-phenyl)-7-oxo-7,8-dihydro-pyrido[2,3-d]pyrimidin-2-ylamino]-acetic acid ethyl ester. 1H-NMR (CDCl3) δ 1.21 (m, 3H), 3.59 (m, 2H), 4.12 (m, 2H), 5.91 (br s, 1H), 6.41 (m, 2H), 7.25-7.62 (m, 9H). LC MS (m/e)=469 (MH+). Rt=2.12 min Reactants: C(=O)(N1C=NC=C1)N1C=NC=C1 (Carbonyldiimidazole), OC=1C=CC=C2CC(CNC12)N(CCC)CCC (1,2,3,4-tetrahydro-8-hydroxy-N,N-dipropyl-3-quinolinamine). Solvent: C1CCOC1 (THF). Run at time 5 minute. Product: C(CC)N(C1CN2C3=C(C=CC=C3C1)OC2=O)CCC (5-(dipropylamino)-5,6-dihydro-2H,4H-oxazolo(5,4,3-ij)quinolin-2-one). Yield: 86.6%. As a reaction SMILES: [C:1](N1C=CN=C1)(N1C=CN=C1)=[O:2].[OH:13][C:14]1[CH:15]=[CH:16][CH:17]=[C:18]2[C:23]=1[NH:22][CH2:21][CH:20]([N:24]([CH2:28][CH2:29][CH3:30])[CH2:25][CH2:26][CH3:27])[CH2:19]2>C1COCC1>[CH2:25]([N:24]([CH2:28][CH2:29][CH3:30])[CH:20]1[CH2:19][C:18]2[C:23]3=[C:14]([O:13][C:1](=[O:2])[N:22]3[CH2:21]1)[CH:15]=[CH:16][CH:17]=2)[CH2:26][CH3:27]. Reported procedure: Carbonyldiimidazole (0.46 g, 2.8 mmol) was added to a stirred solution of 1,2,3,4-tetrahydro-8-hydroxy-N,N-dipropyl-3-quinolinamine (0.59 g, 2.4 mmol) in THF (10 mL). After 5 minutes, the solvent was removed and the residue was dissolved in ethyl acetate and chromatographed on silica gel using 5% ethyl acetate in hexane as the initial eluant to give 0.57 g of 5-(dipropylamino)-5,6-dihydro-2H,4H-oxazolo(5,4,3-ij)quinolin-2-one as an oil. The reactants are C(C)(C)N(CC)C(C)C (diisopropylethylamine), N(=[N+]=[N-])[C@H](C(=O)N(C(=O)OC(C)(C)C)[C@H](C(=O)OC)CC1=CC=C(C=C1)C(F)(F)F)CC1=CC=C(C=C1)OCCOS(=O)(=O)C1=CC=C(C)C=C1 ((S)-Methyl 2-((S)-2-azido-N-(tert-butoxycarbonyl)-3-(4-(2-(tosyloxy)ethoxy)phenyl)propanamido)-3-(4-(trifluoromethyl)phenyl)propanoate), COC1=CC=C(C=C1)C(NS(=O)(=O)C=1SC2=C(N1)C=CC(=C2)OCC#C)(C2=CC=CC=C2)C2=CC=C(C=C2)OC (N-(bis(4-methoxyphenyl)(phenyl)methyl)-6-(prop-2-ynyloxy)benzo[d]thiazole-2-sulfonamide), Boc. Reagents/catalysts: [Cu]I (copper(I) iodide). The solvent is C1CCOC1 (THF). Run at temperature 23 celsius, time 2 hour. Product: COC1=CC=C(C=C1)C(NS(=O)(=O)C=1SC2=C(N1)C=CC(=C2)OCC=2N=NN(C2)[C@H](C(=O)N(C(=O)OC(C)(C)C)[C@H](C(=O)OC)CC2=CC=C(C=C2)C(F)(F)F)CC2=CC=C(C=C2)OCCOS(=O)(=O)C2=CC=C(C)C=C2)(C2=CC=CC=C2)C2=CC=C(C=C2)OC ((S)-Methyl 2-((S)-2-(4-((2-(N-(bis(4-methoxyphenyl)(phenyl)methyl)sulfamoyl)benzo[d]thiazol-6-yloxy)methyl)-1H-1,2,3-triazol-1-yl)-N-(tert-butoxycarbonyl)-3-(4-(2-(tosyloxy)ethoxy)phenyl)propanamido)-3-(4-(trifluoromethyl)phenyl)propanoate), solid. The yield is 82.0%. As a reaction SMILES: [CH3:1][O:2][C:3]1[CH:8]=[CH:7][C:6]([C:9]([C:33]2[CH:38]=[CH:37][C:36]([O:39][CH3:40])=[CH:35][CH:34]=2)([C:27]2[CH:32]=[CH:31][CH:30]=[CH:29][CH:28]=2)[NH:10][S:11]([C:14]2[S:15][C:16]3[CH:22]=[C:21]([O:23][CH2:24][C:25]#[CH:26])[CH:20]=[CH:19][C:17]=3[N:18]=2)(=[O:13])=[O:12])=[CH:5][CH:4]=1.[N:41]([C@@H:44]([CH2:71][C:72]1[CH:77]=[CH:76][C:75]([O:78][CH2:79][CH2:80][O:81][S:82]([C:85]2[CH:91]=[CH:90][C:88]([CH3:89])=[CH:87][CH:86]=2)(=[O:84])=[O:83])=[CH:74][CH:73]=1)[C:45]([N:47]([C@@H:55]([CH2:60][C:61]1[CH:66]=[CH:65][C:64]([C:67]([F:70])([F:69])[F:68])=[CH:63][CH:62]=1)[C:56]([O:58][CH3:59])=[O:57])[C:48]([O:50][C:51]([CH3:54])([CH3:53])[CH3:52])=[O:49])=[O:46])=[N+:42]=[N-:43].C(N(C(C)C)CC)(C)C>C1COCC1.[Cu]I>[CH3:40][O:39][C:36]1[CH:35]=[CH:34][C:33]([C:9]([C:6]2[CH:7]=[CH:8][C:3]([O:2][CH3:1])=[CH:4][CH:5]=2)([C:27]2[CH:32]=[CH:31][CH:30]=[CH:29][CH:28]=2)[NH:10][S:11]([C:14]2[S:15][C:16]3[CH:22]=[C:21]([O:23][CH2:24][C:25]4[N:43]=[N:42][N:41]([C@@H:44]([CH2:71][C:72]5[CH:73]=[CH:74][C:75]([O:78][CH2:79][CH2:80][O:81][S:82]([C:85]6[CH:91]=[CH:90][C:88]([CH3:89])=[CH:87][CH:86]=6)(=[O:84])=[O:83])=[CH:76][CH:77]=5)[C:45]([N:47]([C@@H:55]([CH2:60][C:61]5[CH:62]=[CH:63][C:64]([C:67]([F:70])([F:69])[F:68])=[CH:65][CH:66]=5)[C:56]([O:58][CH3:59])=[O:57])[C:48]([O:50][C:51]([CH3:54])([CH3:53])[CH3:52])=[O:49])=[O:46])[CH:26]=4)[CH:20]=[CH:19][C:17]=3[N:18]=2)(=[O:13])=[O:12])=[CH:38][CH:37]=1. Reported procedure: To a stirring solution of N-(bis(4-methoxyphenyl)(phenyl)methyl)-6-(prop-2-ynyloxy)benzo[d]thiazole-2-sulfonamide (83 mg, 0.145 mmol) and the Boc-protected amide 151 (107 mg, 0.145 mmol) in THF (0.7 mL) was added copper(I) iodide (3 mg, 0.0145 mmol) then diisopropylethylamine (28 μL, 0.16 mmol). The mixture was allowed to stir for 2 h at 23° C. then concentrated in vacuo and the crude residue purified by flash chromatgraphy on silica gel using hexanes/ethyl actetate on a Biotage purification sys... The reactants are C1(=CC=C(C=C1)S(=O)(=O)N(C)CC(=O)O)C (N-(Toluene-4-sulfonyl)sarcosine), Cl.Cl.COC([C@@H](N)CC1=CC=NC=C1)=O (3-(4-pyridyl)alanine methyl ester dihydrochloride). Product: C1(=CC=C(C=C1)S(=O)(=O)N(C)CC(=O)N[C@@H](CC1=CC=NC=C1)C(=O)O)C (N-(toluene-4-sulfonyl)sarcosyl-β-(4-pyridyl)alanine). As a reaction SMILES: [C:1]1([CH3:16])[CH:6]=[CH:5][C:4]([S:7]([N:10]([CH2:12][C:13]([OH:15])=O)[CH3:11])(=[O:9])=[O:8])=[CH:3][CH:2]=1.Cl.Cl.C[O:20][C:21](=[O:31])[C@H:22]([CH2:24][C:25]1[CH:30]=[CH:29][N:28]=[CH:27][CH:26]=1)[NH2:23]>>[C:1]1([CH3:16])[CH:2]=[CH:3][C:4]([S:7]([N:10]([CH2:12][C:13]([NH:23][C@H:22]([C:21]([OH:31])=[O:20])[CH2:24][C:25]2[CH:26]=[CH:27][N:28]=[CH:29][CH:30]=2)=[O:15])[CH3:11])(=[O:8])=[O:9])=[CH:5][CH:6]=1 |f:1.2.3|. Reported procedure: N-(Toluene-4-sulfonyl)sarcosine was coupled to 3-(4-pyridyl)alanine methyl ester dihydrochloride using the procedure described in Method 3 to give N-(toluene-4-sulfonyl)sarcosyl-β-(4-pyridyl)alanine. The reactants are Cl.NCCCOC=1C=C2C=CC(NC2=CC1)=O (6-(3-aminopropoxy)carbostyril hydrochloride), C([O-])([O-])=O.[K+].[K+] (potassium carbonate), C(OC1=CC=CC=C1)(=O)Cl (phenyl chlorocarbonate). Solvent: O (water), C(C)#N (acetonitrile), O (water). Run at time 2 hour. Product: O(C1=CC=CC=C1)C(=O)NCCCOC=1C=C2C=CC(NC2=CC1)=O (6-(3-phenoxycarbonylaminopropoxy)carbostyril). Isolated yield 90.3%. RXN SMILES: Cl.[NH2:2][CH2:3][CH2:4][CH2:5][O:6][C:7]1[CH:8]=[C:9]2[C:14](=[CH:15][CH:16]=1)[NH:13][C:12](=[O:17])[CH:11]=[CH:10]2.C(=O)([O-])[O-].[K+].[K+].[C:24](Cl)(=[O:32])[O:25][C:26]1[CH:31]=[CH:30][CH:29]=[CH:28][CH:27]=1>O.C(#N)C>[O:25]([C:24]([NH:2][CH2:3][CH2:4][CH2:5][O:6][C:7]1[CH:8]=[C:9]2[C:14](=[CH:15][CH:16]=1)[NH:13][C:12](=[O:17])[CH:11]=[CH:10]2)=[O:32])[C:26]1[CH:31]=[CH:30][CH:29]=[CH:28][CH:27]=1 |f:0.1,2.3.4|. Procedure details: To a mixture of water (50 ml) and acetonitrile (50 ml) are added 6-(3-aminopropoxy)carbostyril hydrochloride (5.0 g) and potassium carbonate (3.4 g) at room temperature. The mixture is stirred at room temperature for 2 hours, and cooled to -5° C. To the mixture is added dropwise phenyl chlorocarbonate (3.9 g) while the temperature of the mixture is kept below 0° C. The mixture is stirred at the same temperature for 1 hour, and thereto is added water (100 ml), and then the mixture is further stir... The reactants are CC(C)C(=O)Nc1cccc(C2CCN(CCCCS(=O)(=O)[O-])CC2)c1, Cc1nc2ccccc2[nH]1, CN(C)C=O, [K+], [K+], O=C([O-])[O-], O. Product: Cc1nc2ccccc2n1CCCN1CCC(c2cccc(NC(=O)C(C)C)c2)CC1. As a reaction SMILES: [C:11]([CH:12]([CH3:13])[CH3:14])(=[O:15])[NH:16][c:17]1[cH:18][c:19]([CH:23]2[CH2:24][CH2:25][N:26]([CH2:29][CH2:30][CH2:31][CH2:32][S:33]([O-:34])(=[O:35])=[O:36])[CH2:27][CH2:28]2)[cH:20][cH:21][cH:22]1.[CH3:1][c:2]1[n:3][c:4]2[c:5]([nH:6]1)[cH:7][cH:8][cH:9][cH:10]2.[CH3:44][N:45]([CH3:46])[CH:47]=[O:48].[K+:37].[K+:38].[O-:39][C:40]([O-:41])=[O:42].[OH2:43]>>[CH3:1][c:2]1[n:3][c:4]2[c:5]([n:6]1[CH2:31][CH2:30][CH2:29][N:26]1[CH2:25][CH2:24][CH:23]([c:19]3[cH:18][c:17]([NH:16][C:11]([CH:12]([CH3:13])[CH3:14])=[O:15])[cH:22][cH:21][cH:20]3)[CH2:28][CH2:27]1)[cH:7][cH:8][cH:9][cH:10]2. Reactants: CCOC(=O)c1c(C(=O)c2ccc(Cl)cc2Cl)oc2cc(-c3cccc(C)c3)ccc12, C1CCOC1, CO, Cl, [K+], [OH-], O. Yields the product Cc1cccc(-c2ccc3c(C(=O)O)c(C(=O)c4ccc(Cl)cc4Cl)oc3c2)c1. Reaction SMILES: [CH2:1]([CH3:2])[O:3][C:4](=[O:5])[c:6]1[c:7]([C:22]([c:23]2[c:24]([Cl:30])[cH:25][c:26]([Cl:29])[cH:27][cH:28]2)=[O:31])[o:8][c:9]2[c:10]1[cH:11][cH:12][c:13](-[c:15]1[cH:16][c:17]([CH3:21])[cH:18][cH:19][cH:20]1)[cH:14]2.[CH2:38]1[O:39][CH2:40][CH2:41][CH2:42]1.[CH3:35][OH:36].[ClH:34].[K+:33].[OH-:32].[OH2:37]>>[O:3]=[C:4]([OH:5])[c:6]1[c:7]([C:22]([c:23]2[c:24]([Cl:30])[cH:25][c:26]([Cl:29])[cH:27][cH:28]2)=[O:31])[o:8][c:9]2[c:10]1[cH:11][cH:12][c:13](-[c:15]1[cH:16][c:17]([CH3:21])[cH:18][cH:19][cH:20]1)[cH:14]2.